From a dataset of the Open Reaction Database (ORD), a public repository of structured organic reaction records. describe an organic reaction: reactants, conditions, products, and yield The reactants are CCOC(=O)C(=O)OCC, CC(=O)c1cc(Cl)c(OCc2ccccc2)cc1OCc1ccccc1, CCO, CC(=O)O, [Na]. The product is CCOC(=O)C(O)=CC(=O)c1cc(Cl)c(OCc2ccccc2)cc1OCc1ccccc1. Reaction SMILES: [C:31]([C:32](=[O:33])[O:34][CH2:35][CH3:36])(=[O:37])[O:38][CH2:39][CH3:40].[CH2:5]([c:6]1[cH:7][cH:8][cH:9][cH:10][cH:11]1)[O:12][c:13]1[c:14]([C:28]([CH3:29])=[O:30])[cH:15][c:16]([Cl:27])[c:17]([O:19][CH2:20][c:21]2[cH:22][cH:23][cH:24][cH:25][cH:26]2)[cH:18]1.[CH3:2][CH2:3][OH:4].[CH3:41][C:42](=[O:43])[OH:44].[Na:1]>>[CH2:5]([c:6]1[cH:7][cH:8][cH:9][cH:10][cH:11]1)[O:12][c:13]1[c:14]([C:28]([CH:29]=[C:31]([C:32](=[O:33])[O:34][CH2:35][CH3:36])[OH:37])=[O:30])[cH:15][c:16]([Cl:27])[c:17]([O:19][CH2:20][c:21]2[cH:22][cH:23][cH:24][cH:25][cH:26]2)[cH:18]1. Reactants: CS(=O)(=O)Cl, OCC1CCCCC1, CCN(C(C)C)C(C)C, ClCCl. Product: CS(=O)(=O)OCC1CCCCC1. RXN SMILES: [CH3:18][S:19]([Cl:20])(=[O:21])=[O:22].[CH:1]1([CH2:7][OH:8])[CH2:2][CH2:3][CH2:4][CH2:5][CH2:6]1.[CH:9]([N:10]([CH:11]([CH3:12])[CH3:13])[CH2:14][CH3:15])([CH3:16])[CH3:17].[Cl:23][CH2:24][Cl:25]>>[CH:1]1([CH2:7][O:8][S:19]([CH3:18])(=[O:21])=[O:22])[CH2:2][CH2:3][CH2:4][CH2:5][CH2:6]1. The reactants are [Na] (sodium), C(=O)C(C#N)CNC=O (α-formyl-β-formylaminopropionitrile), [Cl-].C[NH2+]C (dimethylammonium chloride), C(Cl)(Cl)Cl (chloroform). Solvent: O (water). The product is CN(C)C=C(C#N)CNC=O (α-dimethylaminomethylene-β-formylaminopropionitrile). As a reaction SMILES: [Na].[CH:2]([CH:4]([CH2:7][NH:8][CH:9]=[O:10])[C:5]#[N:6])=O.[Cl-].[CH3:12][NH2+:13][CH3:14].C(Cl)(Cl)Cl>O>[CH3:12][N:13]([CH:2]=[C:4]([CH2:7][NH:8][CH:9]=[O:10])[C:5]#[N:6])[CH3:14] |f:2.3,^1:0|. Procedure details: 98.6 parts of 75 percent pure sodium salt of α-formyl-β-formylaminopropionitrile and 81.5 parts of dimethylammonium chloride in 700 parts by volume of chloroform are refluxed for 1.5 hours, during which time 8.5 parts (theory: 9 parts) of water are eliminated. The mixture is filtered, the filtrate is concentrated to dryness and the product is recrystallized from methanol. 43.0 parts of α-dimethylaminomethylene-β-formylaminopropionitrile of melting point 90° C. are obtained. The product is OCCNc1cccc(Cl)c1. The reactants are OCCCl, Nc1cccc(Cl)c1, [Na+], [Na+], O=C([O-])[O-]. RXN SMILES: [CH2:9]([CH2:10][OH:11])[Cl:12].[Cl:1][c:2]1[cH:3][c:4]([NH2:5])[cH:6][cH:7][cH:8]1.[Na+:13].[Na+:14].[O-:15][C:16](=[O:17])[O-:18]>>[Cl:1][c:2]1[cH:3][c:4]([NH:5][CH2:9][CH2:10][OH:11])[cH:6][cH:7][cH:8]1. Reactants: [Cl-].[Al+3].[Cl-].[Cl-] (aluminum chloride), FC1=C(N)C=C(C=C1)F (2,5-difluoroaniline), C(C=CC1=CC=CC=C1)(=O)Cl (cinnamic acid chloride), Cl (hydrochloric acid). Run in ClCCl (dichloromethane), N1=CC=CC=C1 (pyridine). Product: FC1=C2C=CC(NC2=C(C=C1)F)=O (5,8-difluoroquinolin-2(1H)-one). The yield is 20.7%. RXN SMILES: [F:1][C:2]1[CH:8]=[CH:7][C:6]([F:9])=[CH:5][C:3]=1[NH2:4].[C:10](Cl)(=[O:19])[CH:11]=[CH:12]C1C=CC=CC=1.Cl.[Cl-].[Al+3].[Cl-].[Cl-]>ClCCl.N1C=CC=CC=1>[F:9][C:6]1[CH:7]=[CH:8][C:2]([F:1])=[C:3]2[C:5]=1[CH:12]=[CH:11][C:10](=[O:19])[NH:4]2 |f:3.4.5.6|. Reported procedure: 10 g of 2,5-difluoroaniline and 6 g of pyridine in 350 ml of dichloromethane are mixed drop by drop at 0° C. with 12.9 g of cinnamic acid chloride and stirred until the conversion is completed at 0° C. The batch is added to 2N hydrochloric acid, and it is extracted with dichloromethane. It is washed with water, dried with sodium sulfate, and concentrated by evaporation in a vacuum. The solid that is obtained is mixed with 11.1 g of aluminum chloride and heated for 8 hours to 150° C. After chroma...